From a dataset of the Open Reaction Database (ORD), a public repository of structured organic reaction records. describe an organic reaction: reactants, conditions, products, and yield Starting materials: CC1CNCC(C)N1, Cc1nc(Cl)ccc1C(=O)Nc1ccc(Cl)c(NC(=O)c2cccc(Cl)c2)c1. Product: Cc1nc(N2CC(C)NC(C)C2)ccc1C(=O)Nc1ccc(Cl)c(NC(=O)c2cccc(Cl)c2)c1. Reaction SMILES: [CH3:29][CH:30]1[NH:31][CH:32]([CH3:36])[CH2:33][NH:34][CH2:35]1.[Cl:1][c:2]1[n:3][c:4]([CH3:28])[c:5]([C:6](=[O:7])[NH:8][c:9]2[cH:10][c:11]([NH:16][C:17]([c:18]3[cH:19][c:20]([Cl:24])[cH:21][cH:22][cH:23]3)=[O:25])[c:12]([Cl:15])[cH:13][cH:14]2)[cH:26][cH:27]1>>[c:2]1([N:34]2[CH2:33][CH:32]([CH3:36])[NH:31][CH:30]([CH3:29])[CH2:35]2)[n:3][c:4]([CH3:28])[c:5]([C:6](=[O:7])[NH:8][c:9]2[cH:10][c:11]([NH:16][C:17]([c:18]3[cH:19][c:20]([Cl:24])[cH:21][cH:22][cH:23]3)=[O:25])[c:12]([Cl:15])[cH:13][cH:14]2)[cH:26][cH:27]1. The reactants are O.N[C@@H](CS(=O)(O)=O)C(=O)O (L-cysteic acid monohydrate), CS(=O)C (DMSO). The solvent is CC(=O)C (acetone). Product: N[C@@H](CS(=O)(O)=O)C(=O)O.CS(=O)C (L-cysteic acid DMSO). The yield is 94.0%. As a reaction SMILES: O.[NH2:2][C@H:3]([C:9]([OH:11])=[O:10])[CH2:4][S:5](=[O:8])([OH:7])=[O:6].[CH3:12][S:13]([CH3:15])=[O:14]>CC(C)=O>[NH2:2][C@H:3]([C:9]([OH:11])=[O:10])[CH2:4][S:5](=[O:7])([OH:8])=[O:6].[CH3:12][S:13]([CH3:15])=[O:14] |f:0.1,4.5|. Procedure: One and one-tenth grams of L-cysteic acid monohydrate was treated with 4 ml of DMSO. It slowly dissolved with swirling and some heating. Five ml of acetone was then added with swirling. Toward the end of this addition, a crystallization set in. After a period, 2 ml more of acetone were added. Then, after cooling with ice, the crystalline product was filtered off. Obtained 1.37 g of L-cysteic acid-DMSO molecular compound (yield, 94%). This sintered at 160° C. then gradually decomposed on heating ... Reactants: N[C@H](CC(=O)O)C(C)(C)C ((R)-3-amino-4,4-dimethylpentanoic acid), 2a, Cl (HCl), ClC=1C=C2C(=NC1)N(C=C2C2=NC=C(C(=N2)S(=O)C)F)S(=O)(=O)C2=CC=C(C=C2)C (5-chloro-3-(5-fluoro-4-methylsulfinyl-pyrimidin-2-yl)-1-(p-tolylsulfonyl)pyrrolo[2,3-b]pyridine), 1a, Compound 25a, C(=O)([O-])[O-].[Na+].[Na+] (Na2CO3). Run in O1CCCC1 (tetrahydrofuran), C(C)#N (acetonitrile). Run at temperature 135 celsius. Yields the product ClC=1C=C2C(=NC1)N(C=C2C2=NC=C(C(=N2)N[C@H](CC(=O)O)C(C)(C)C)F)S(=O)(=O)C2=CC=C(C)C=C2 ((R)-3-(2-(5-chloro-1-tosyl-1H-pyrrolo[2,3-b]pyridin-3-yl)-5-fluoro-pyrimidin-4-ylamino)-4,4-dimethylpentanoic acid). Reaction SMILES: [Cl:1][C:2]1[CH:3]=[C:4]2[C:10]([C:11]3[N:16]=[C:15](S(C)=O)[C:14]([F:20])=[CH:13][N:12]=3)=[CH:9][N:8]([S:21]([C:24]3[CH:29]=[CH:28][C:27]([CH3:30])=[CH:26][CH:25]=3)(=[O:23])=[O:22])[C:5]2=[N:6][CH:7]=1.[NH2:31][C@@H:32]([C:37]([CH3:40])([CH3:39])[CH3:38])[CH2:33][C:34]([OH:36])=[O:35].C([O-])([O-])=O.[Na+].[Na+].Cl>O1CCCC1.C(#N)C>[Cl:1][C:2]1[CH:3]=[C:4]2[C:10]([C:11]3[N:16]=[C:15]([NH:31][C@@H:32]([C:37]([CH3:40])([CH3:39])[CH3:38])[CH2:33][C:34]([OH:36])=[O:35])[C:14]([F:20])=[CH:13][N:12]=3)=[CH:9][N:8]([S:21]([C:24]3[CH:29]=[CH:28][C:27]([CH3:30])=[CH:26][CH:25]=3)(=[O:23])=[O:22])[C:5]2=[N:6][CH:7]=1 |f:2.3.4|. Reported procedure: To a solution of 5-chloro-3-(5-fluoro-4-methylsulfinyl-pyrimidin-2-yl)-1-(p-tolylsulfonyl)pyrrolo[2,3-b]pyridine, 1a, (0.100 g, 0.215 mmol: prepared in a similar manner as described below for Compound 25a in scheme 4) and (R)-3-amino-4,4-dimethylpentanoic acid, 2a, (0.031 g, 0.215 mmol) in tetrahydrofuran (1.66 mL) was added freshly ground Na2CO3 (0.068 g, 0.645 mmol) followed by acetonitrile (0.331 mL). The reaction mixture was heated to 135° C. for 30 minutes in a microwave reactor. The reacti...